From a dataset of the Open Reaction Database (ORD), a public repository of structured organic reaction records. describe an organic reaction: reactants, conditions, products, and yield The reactants are NC=1SC(=CN1)C (2-amino-5-methylthiazole), C(CCC)[N+]#[C-] (n-butylisonitrile), C(C)(C)(C)C1=CC=C(C=O)C=C1 (4-tert-butylbenzaldehyde), C(C)(=O)Cl (acetyl chloride). Run in Cl(=O)(=O)(=O)O (perchloric acid). The product is C(CCC)N(C(C)=O)C1=C(N=C2SC(=CN21)C)C2=CC=C(C=C2)C(C)(C)C (N-Butyl-N-[6-(4-tert-butyl-phenyl)-2-methyl-imidazo[2,1-b]thiazol-5-yl]-acetamide). As a reaction SMILES: [NH2:1][C:2]1[S:3][C:4]([CH3:7])=[CH:5][N:6]=1.[CH2:8]([N+:12]#[C-:13])[CH2:9][CH2:10][CH3:11].[C:14]([C:18]1[CH:25]=[CH:24][C:21]([CH:22]=O)=[CH:20][CH:19]=1)([CH3:17])([CH3:16])[CH3:15].[C:26](Cl)(=[O:28])[CH3:27]>Cl(O)(=O)(=O)=O>[CH2:8]([N:12]([C:13]1[N:6]2[C:2]([S:3][C:4]([CH3:7])=[CH:5]2)=[N:1][C:22]=1[C:21]1[CH:24]=[CH:25][C:18]([C:14]([CH3:17])([CH3:16])[CH3:15])=[CH:19][CH:20]=1)[C:26](=[O:28])[CH3:27])[CH2:9][CH2:10][CH3:11]. Procedure: Compound 56 was prepared in accordance with the general synthesis instructions from 1.0 ml (0.1 mmol) 2-amino-5-methylthiazole solution (0.1 M, MC), 0.575 ml (0.115 mmol) n-butylisonitrile solution (0.2 M, MC), 0.500 ml (0.15 mmol) 4-tert-butylbenzaldehyde solution (0.3 M, MC) and 10 μl perchloric acid (w=20%) and by reaction with acetyl chloride, the excess acetyl chloride being removed in vacuo. Starting materials: FC(CNC(=O)C1(C2=CC=CC=C2C=2C=CC=CC12)CCCCBr)(F)F (9-(4-bromo-butyl)-9H-fluorene-9-carboxylic acid-(2,2,2-trifluoro-ethyl)-amide), C(C)N1C(=NC2=C1C=CC=C2)N2CCNCC2 (1-ethyl-2-(piperazin-1-yl)-1H-benzimidazole). Product: FC(CNC(=O)C1(C2=CC=CC=C2C=2C=CC=CC12)CCCCN1CCN(CC1)C1=NC2=C(N1CC)C=CC=C2)(F)F (9-{4-[4-(1-ethyl-1H-benzimidazol-2-yl)-piperazin-1-yl]-butyl}-9H-fluorene-9-carboxylic acid-(2,2,2-trifluoro-ethyl)-amide). Reaction SMILES: [F:1][C:2]([F:26])([F:25])[CH2:3][NH:4][C:5]([C:7]1([CH2:20][CH2:21][CH2:22][CH2:23]Br)[C:19]2[CH:18]=[CH:17][CH:16]=[CH:15][C:14]=2[C:13]2[C:8]1=[CH:9][CH:10]=[CH:11][CH:12]=2)=[O:6].[CH2:27]([N:29]1[C:33]2[CH:34]=[CH:35][CH:36]=[CH:37][C:32]=2[N:31]=[C:30]1[N:38]1[CH2:43][CH2:42][NH:41][CH2:40][CH2:39]1)[CH3:28]>>[F:1][C:2]([F:26])([F:25])[CH2:3][NH:4][C:5]([C:7]1([CH2:20][CH2:21][CH2:22][CH2:23][N:41]2[CH2:42][CH2:43][N:38]([C:30]3[N:29]([CH2:27][CH3:28])[C:33]4[CH:34]=[CH:35][CH:36]=[CH:37][C:32]=4[N:31]=3)[CH2:39][CH2:40]2)[C:19]2[CH:18]=[CH:17][CH:16]=[CH:15][C:14]=2[C:13]2[C:8]1=[CH:9][CH:10]=[CH:11][CH:12]=2)=[O:6]. Procedure: Prepared analogously to Example 10 from 9-(4-bromo-butyl)-9H-fluorene-9-carboxylic acid-(2,2,2-trifluoro-ethyl)-amide and 1-ethyl-2-(piperazin-1-yl)-1H-benzimidazole. Starting materials: FC1=C(C(=CC=C1)F)C(=O)N=C=S (2,6-Difluoro-1-benzenecarbonyl isothiocyanate), FC1=C(C(=CC=C1)F)C(=O)Cl (2,6-difluoro-1-benzenecarbonyl chloride), COC=1C=C2C(=CC=NC2=CC1OC)OC1=CC=C(N)C=C1 (4-[(6,7-Dimethoxy-4-quinolyl)oxy]aniline), C1(=CC=CC=C1)C (toluene). Solvent: C(C)O (ethanol), C(C)O (ethanol). Reaction conditions: time 2 hour. Yields the product FC1=C(C(=CC=C1)F)C(=O)N=C=S (2,6-Difluoro-1-benzenecarbonyl isothiocyanate), FC1=C(C(=O)NC(=S)NC2=CC=C(C=C2)OC2=CC=NC3=CC(=C(C=C23)OC)OC)C(=CC=C1)F (N-(2,6-Difluorobenzoyl)-N′-{4-[(6,7-dimethoxy-4-quinolyl)oxy]phenyl}thiourea). Isolated yield 74.0%. RXN SMILES: FC1C=CC=C(F)C=1C(Cl)=O.[F:12][C:13]1[CH:18]=[CH:17][CH:16]=[C:15]([F:19])[C:14]=1[C:20]([N:22]=[C:23]=[S:24])=[O:21].[CH3:25][O:26][C:27]1[CH:28]=[C:29]2[C:34](=[CH:35][C:36]=1[O:37][CH3:38])[N:33]=[CH:32][CH:31]=[C:30]2[O:39][C:40]1[CH:46]=[CH:45][C:43]([NH2:44])=[CH:42][CH:41]=1.C1(C)C=CC=CC=1>C(O)C>[F:12][C:13]1[CH:18]=[CH:17][CH:16]=[C:15]([F:19])[C:14]=1[C:20]([N:22]=[C:23]=[S:24])=[O:21].[F:12][C:13]1[CH:18]=[CH:17][CH:16]=[C:15]([F:19])[C:14]=1[C:20]([NH:22][C:23]([NH:44][C:43]1[CH:45]=[CH:46][C:40]([O:39][C:30]2[C:29]3[C:34](=[CH:35][C:36]([O:37][CH3:38])=[C:27]([O:26][CH3:25])[CH:28]=3)[N:33]=[CH:32][CH:31]=2)=[CH:41][CH:42]=1)=[S:24])=[O:21]. Procedure details: 2,6-Difluoro-1-benzenecarbonyl isothiocyanate was prepared using commercially available 2,6-difluoro-1-benzenecarbonyl chloride (80 mg) as a starting compound according to the description of the literature. 2,6-Difluoro-1-benzenecarbonyl isothiocyanate was dissolved in ethanol (1 ml) to prepare a solution. 4-[(6,7-Dimethoxy-4-quinolyl)oxy]aniline (50 mg), toluene (5 ml), and ethanol (1 ml) were added to the solution, and the mixture was stirred at room temperature for 2 hr. The reaction solution... Procedure: Using 6-bromo-2-methylnicotinic acid (675 mg) and 1-(5-ethyl-3-methylpyridin-2-yl)piperazine (611 mg) described in Preparation Example 81 and by the reaction and treatment in the same manner as in Preparation Example 111, the title compound (664 mg) was obtained. Isolated yield 55.3%. Product: BrC1=CC=C(C(=N1)C)C(=O)N1CCN(CC1)C1=NC=C(C=C1C)CC ((6-bromo-2-methylpyridin-3-yl)[4-(5-ethyl-3-methylpyridin-2-yl)piperazin-1-yl]methanone). Starting materials: BrC1=NC(=C(C(=O)O)C=C1)C (6-bromo-2-methylnicotinic acid), C(C)C=1C=C(C(=NC1)N1CCNCC1)C (1-(5-ethyl-3-methylpyridin-2-yl)piperazine). RXN SMILES: [Br:1][C:2]1[CH:10]=[CH:9][C:5]([C:6]([OH:8])=O)=[C:4]([CH3:11])[N:3]=1.[CH2:12]([C:14]1[CH:15]=[C:16]([CH3:26])[C:17]([N:20]2[CH2:25][CH2:24][NH:23][CH2:22][CH2:21]2)=[N:18][CH:19]=1)[CH3:13]>>[Br:1][C:2]1[N:3]=[C:4]([CH3:11])[C:5]([C:6]([N:23]2[CH2:24][CH2:25][N:20]([C:17]3[C:16]([CH3:26])=[CH:15][C:14]([CH2:12][CH3:13])=[CH:19][N:18]=3)[CH2:21][CH2:22]2)=[O:8])=[CH:9][CH:10]=1. Reactants: COC(=O)c1cccc(-c2ccc(OC)c(OC)c2OC)c1, CC#N, Cl, [Li+], [OH-]. The product is COc1ccc(-c2cccc(C(=O)O)c2)c(OC)c1OC. RXN SMILES: [CH3:1][O:2][C:3](=[O:4])[c:5]1[cH:6][c:7](-[c:11]2[c:12]([O:21][CH3:22])[c:13]([O:19][CH3:20])[c:14]([O:17][CH3:18])[cH:15][cH:16]2)[cH:8][cH:9][cH:10]1.[CH3:26][C:27]#[N:28].[ClH:25].[Li+:24].[OH-:23]>>[O:2]=[C:3]([OH:4])[c:5]1[cH:6][c:7](-[c:11]2[c:12]([O:21][CH3:22])[c:13]([O:19][CH3:20])[c:14]([O:17][CH3:18])[cH:15][cH:16]2)[cH:8][cH:9][cH:10]1. Reactants: BrCc1ccccc1, Cc1c(CC2CCc3[nH]c4ccccc4c3C2=O)ncn1C(c1ccccc1)(c1ccccc1)c1ccccc1, [H-], [Na+], CN(C)C=O, O. Yields the product Cc1c(CC2CCc3c(c4ccccc4n3Cc3ccccc3)C2=O)ncn1C(c1ccccc1)(c1ccccc1)c1ccccc1. Reaction SMILES: [Br:43][CH2:44][c:45]1[cH:46][cH:47][cH:48][cH:49][cH:50]1.[CH3:1][c:2]1[c:3]([CH2:26][CH:27]2[CH2:28][CH2:29][c:30]3[nH:31][c:32]4[cH:33][cH:34][cH:35][cH:36][c:37]4[c:38]3[C:39]2=[O:40])[n:4][cH:5][n:6]1[C:7]([c:8]1[cH:9][cH:10][cH:11][cH:12][cH:13]1)([c:14]1[cH:15][cH:16][cH:17][cH:18][cH:19]1)[c:20]1[cH:21][cH:22][cH:23][cH:24][cH:25]1.[H-:41].[Na+:42].[O:52]=[CH:53][N:54]([CH3:55])[CH3:56].[OH2:51]>>[CH3:1][c:2]1[c:3]([CH2:26][CH:27]2[CH2:28][CH2:29][c:30]3[n:31]([CH2:44][c:45]4[cH:46][cH:47][cH:48][cH:49][cH:50]4)[c:32]4[cH:33][cH:34][cH:35][cH:36][c:37]4[c:38]3[C:39]2=[O:40])[n:4][cH:5][n:6]1[C:7]([c:8]1[cH:9][cH:10][cH:11][cH:12][cH:13]1)([c:14]1[cH:15][cH:16][cH:17][cH:18][cH:19]1)[c:20]1[cH:21][cH:22][cH:23][cH:24][cH:25]1. The reactants are Cc1ccccc1, CN(C)c1ccc(C=O)cc1, O=S([O-])O. Yields the product CN(C)c1ccc(C=O)cc1, O=S(O)O. RXN SMILES: [CH3:16][c:17]1[cH:18][cH:19][cH:20][cH:21][cH:22]1.[CH3:1][N:2]([c:3]1[cH:4][cH:5][c:6]([CH:7]=[O:8])[cH:9][cH:10]1)[CH3:11].[S:12]([O-:13])([OH:14])=[O:15]>>[CH3:1][N:2]([c:3]1[cH:4][cH:5][c:6]([CH:7]=[O:8])[cH:9][cH:10]1)[CH3:11].[S:12](=[O:13])([OH:14])[OH:15]. Reactants: ClC1=NC=C(C(=O)O[C@@H](C)C(=O)OCC)C=C1 ((S)-1-(ethoxycarbonyl)ethyl 6-chloronicotinate), N1CCNCC1 (piperazine), C(C)O (ethanol). Run in O (water). Conditions: temperature 80 celsius. Product: N1(CCN(CC1)C1=NC=C(C(=O)O[C@@H](C)C(=O)OCC)C=C1)C1=NC=C(C(=O)O[C@@H](C)C(=O)OCC)C=C1 (bis-[(S)-1-(ethoxycarbonyl)ethyl] 6,6'-(1,4-piperazinediyl)dinicotinate). Reaction SMILES: Cl[C:2]1[CH:17]=[CH:16][C:5]([C:6]([O:8][C@H:9]([C:11]([O:13][CH2:14][CH3:15])=[O:12])[CH3:10])=[O:7])=[CH:4][N:3]=1.[NH:18]1[CH2:23][CH2:22][NH:21][CH2:20][CH2:19]1.[CH2:24]([OH:26])[CH3:25]>O>[N:18]1([C:2]2[CH:17]=[CH:16][C:25]([C:24]([O:8][C@H:9]([C:11]([O:13][CH2:14][CH3:15])=[O:12])[CH3:10])=[O:26])=[CH:4][N:3]=2)[CH2:23][CH2:22][N:21]([C:2]2[CH:17]=[CH:16][C:5]([C:6]([O:8][C@H:9]([C:11]([O:13][CH2:14][CH3:15])=[O:12])[CH3:10])=[O:7])=[CH:4][N:3]=2)[CH2:20][CH2:19]1. Procedure details: A mixture of 1.4 g of (S)-1-(ethoxycarbonyl)ethyl 6-chloronicotinate, 0.2 g of piperazine and 25 ml of ethanol was heated at 80° C. for 2 days. The reaction mixture was treated with 500 ml of water and then extracted three times with 100 ml of diethyl ether each time. The combined organic phases were washed twice with 500 ml of concentrated sodium chloride solution each time, dried over magnesium sulphate, filtered and subsequently concentrated. The residue was chromatographed on silica gel with... Reactants: C1(OC(C2=CC=CC=C12)=O)=O (Isobenzofuran-1,3-dione), FC(C=1C=C2C(=NNC2=CC1)N)(F)F (5-trifluoromethyl-1H-indazol-3-ylamine). Run in O1CCOCC1 (dioxane). Yields the product FC(C=1C=C2C(=NNC2=CC1)N1C(C2=CC=CC=C2C1=O)=O)(F)F (2-(5-Trifluoromethyl-1H-indazol-3-yl)-isoindole-1,3-dione). As a reaction SMILES: [C:1]1(=[O:11])[C:9]2[C:4](=[CH:5][CH:6]=[CH:7][CH:8]=2)[C:3](=[O:10])O1.[F:12][C:13]([F:25])([F:24])[C:14]1[CH:15]=[C:16]2[C:20](=[CH:21][CH:22]=1)[NH:19][N:18]=[C:17]2[NH2:23]>O1CCOCC1>[F:25][C:13]([F:12])([F:24])[C:14]1[CH:15]=[C:16]2[C:20](=[CH:21][CH:22]=1)[NH:19][N:18]=[C:17]2[N:23]1[C:3](=[O:10])[C:4]2[C:9](=[CH:8][CH:7]=[CH:6][CH:5]=2)[C:1]1=[O:11]. Procedure: Isobenzofuran-1,3-dione (4.24 g, 28.6 mmol) and 5-trifluoromethyl-1H-indazol-3-ylamine (5.76 g, 28.6 mmol) in dioxane (10 mL) in a sealed tube were heated at 100° C. overnight. The solvent was removed to give the crude product.